From a dataset of the Open Reaction Database (ORD), a public repository of structured organic reaction records. describe an organic reaction: reactants, conditions, products, and yield Reactants: [Li]CCCC (n-BuLi), C[Si](C)(C)C#C ((Trimethylsilyl)acetylene), CC1[N@](C1)S(=O)(=O)C1=CC=C(C=C1)C ((S)-2-methyl-1-(4-methylbenzenesulfonyl)aziridine). The solvent is CN(C)CCN(C)C (TMEDA), CN(C)CCN(C)C (TMEDA). Run at time 20 minute. The product is CC1=CC=C(C=C1)S(=O)(=O)N[C@@H](C)CC#C[Si](C)(C)C ((S)-4-methyl-N-(5-(trimethylsilyl)pent-4-yn-2-yl)benzene-sulfonamide). As a reaction SMILES: [CH3:1][Si:2]([C:5]#[CH:6])([CH3:4])[CH3:3].[Li]CCCC.[CH3:12][CH:13]1[CH2:15][N@@:14]1[S:16]([C:19]1[CH:24]=[CH:23][C:22]([CH3:25])=[CH:21][CH:20]=1)(=[O:18])=[O:17]>CN(CCN(C)C)C>[CH3:25][C:22]1[CH:23]=[CH:24][C:19]([S:16]([NH:14][C@H:13]([CH2:15][C:6]#[C:5][Si:2]([CH3:4])([CH3:3])[CH3:1])[CH3:12])(=[O:18])=[O:17])=[CH:20][CH:21]=1. Reported procedure: (Trimethylsilyl)acetylene (5.8 mL, 41.65 mmol) was dissolved in 15 mL dry TMEDA and cooled to 0° C. n-BuLi (12.50 mL, 31.24 mmol) was added dropwise via an addition funnel and the resulting mixture was stirred for 20 min at RT. The solution was recooled to 0 ° C. and cannulated to a 0° C. solution of (S)-2-methyl-1-(4-methylbenzenesulfonyl)aziridine (2.2 g, 10.4 mmol) in 15 mL TMEDA . The resulting solution was stirred for 20 h at RT. The reaction mixture was cooled to 0° C. and quenched with sa... Starting materials: ice water, FC1=C(C=O)C=CC(=C1)F (2,4-difluorobenzaldehyde), CC(=O)C (acetone), [OH-].[Na+] (sodium hydroxide). Solvent: O (Water). The product is FC1=C(C=CC(=C1)F)/C=C/C(C)=O ((E)-4-(2,4-difluorophenyl)but-3-en-2-one). As a reaction SMILES: [F:1][C:2]1[CH:9]=[C:8]([F:10])[CH:7]=[CH:6][C:3]=1[CH:4]=O.[CH3:11][C:12]([CH3:14])=[O:13].[OH-].[Na+]>O>[F:1][C:2]1[CH:9]=[C:8]([F:10])[CH:7]=[CH:6][C:3]=1/[CH:4]=[CH:11]/[C:12](=[O:13])[CH3:14] |f:2.3|. Procedure: To a mixture of 2,4-difluorobenzaldehyde (5.0 ml, 45.7 mmol) and acetone (10.75 ml, 146 mmol) in Water (10 ml), was added 0.25M sodium hydroxide (18.30 ml, 4.57 mmol). The reaction mixture was heated to for 2 h. The mixture was poured into ice water. It was extracted with ethyl acetate (200 ml). The organic layer was dried, filtered, and evaporated to give (E)-4-(2,4-difluorophenyl)but-3-en-2-one as yellow oil. It was used for the next reaction without purification. 1H NMR (CDCl3/400 MHz): δ (pp... Starting materials: BrC=1C=CC=2C(C3=CC=CC(=C3OC2C1)OC)=O (3-Bromo-5-methoxy-xanthen-9-one), FC(C(=O)N1C2CC(CC1CC2)=O)(F)F (8-(2,2,2-trifluoro-acetyl)-8-aza-bicyclo[3.2.1]octan-3-one), C(C)N(C(=O)C=1C=CC=2C(C3=CC=CC=C3OC2C1)=O)CC (9-oxo-9H-xanthene-3-carboxylic acid diethylamide), C(C)N(C(=O)C=1C=CC=2C(C3=CC=CC=C3OC2C1)=O)CC (9-Oxo-9H-xanthene-3-carboxylic acid diethylamide). Product: BrC=1C=CC=2C(C3=CC=CC(=C3OC2C1)OC)=C1CC2CCC(C1)N2C(C(F)(F)F)=O (1-[3-(3-Bromo-5-methoxy-xanthen-9-ylidene)-8-aza-bicyclo[3.2.1]oct-8-yl]-2,2,2-trifluoro-ethanone). Reaction SMILES: [Br:1][C:2]1[CH:3]=[CH:4][C:5]2[C:6](=O)[C:7]3[C:12]([O:13][C:14]=2[CH:15]=1)=[C:11]([O:16][CH3:17])[CH:10]=[CH:9][CH:8]=3.C(N(CC)C(C1C=CC2C(=O)C3C(OC=2C=1)=CC=CC=3)=O)C.[F:41][C:42]([F:55])([F:54])[C:43]([N:45]1[CH:50]2[CH2:51][CH2:52][CH:46]1[CH2:47][C:48](=O)[CH2:49]2)=[O:44]>>[Br:1][C:2]1[CH:3]=[CH:4][C:5]2[C:6](=[C:48]3[CH2:47][CH:46]4[N:45]([C:43](=[O:44])[C:42]([F:54])([F:41])[F:55])[CH:50]([CH2:51][CH2:52]4)[CH2:49]3)[C:7]3[C:12]([O:13][C:14]=2[CH:15]=1)=[C:11]([O:16][CH3:17])[CH:10]=[CH:9][CH:8]=3. Reported procedure: Using an adaptation of the method described in Procedure 7, substituting 3-bromo-5-methoxy-xanthen-9-one, 3k for 9-oxo-9H-xanthene-3-carboxylic acid diethylamide, 6a and 8-(2,2,2-trifluoro-acetyl)-8-aza-bicyclo[3.2.1]octan-3-one for N-carbethoxynortropinone, the title compound 1-[3-(3-bromo-5-methoxy-xanthen-9-ylidene)-8-aza-bicyclo[3.2.1]oct-8-yl]-2,2,2-trifluoro-ethanone, 4k was obtained. MS m/z (MH+) 467.7, 469.7. Reactants: [N+](=O)(O)[O-] (nitric acid), resultant mixture, S(O)(O)(=O)=O (sulfuric acid), ice water, raw materials, ClCCC=1C(=NC=2N(C1Cl)N=CC2)Cl (6-(2-chloroethyl)-5,7-dichloropyrazolo[1,5-a]pyrimidine), ice water. Conditions: temperature 0 celsius. Yields the product ClCCC=1C(=NC=2N(C1Cl)N=CC2[N+](=O)[O-])Cl (6-(2-chloroethyl)-5,7-dichloro-3-nitropyrazolo[1,5-a]pyrimidine). Isolated yield 95.5%. As a reaction SMILES: S(=O)(=O)(O)O.[Cl:6][CH2:7][CH2:8][C:9]1[C:10]([Cl:19])=[N:11][C:12]2[N:13]([N:16]=[CH:17][CH:18]=2)[C:14]=1[Cl:15].[N+:20]([O-])([OH:22])=[O:21]>>[Cl:6][CH2:7][CH2:8][C:9]1[C:10]([Cl:19])=[N:11][C:12]2[N:13]([N:16]=[CH:17][C:18]=2[N+:20]([O-:22])=[O:21])[C:14]=1[Cl:15]. Procedure: To 100 ml of concentrated sulfuric acid cooled to 0° C with ice water, were added 50 ml of 90% nitric acid gradually so as not to raise the temperature. After the resultant mixed acid was stirred for a while, 13.80 g of the compound prepared in Example 49 as remained crystals were added gradually so as not to raise the temperature also. The resultant mixture was stirred for 4 hours while maintaining the temperature at 0° C. Since spots attributable to the raw materials on TLC disappeared, the st... The reactants are CC(C)C(c1ccc(C(F)(F)F)cc1CNc1cnc(Br)cn1)N1CCOCC1, C1CCOC1, CC(C)(C)[O-], FC(F)(F)c1cc(CBr)cc(C(F)(F)F)c1, [K+]. The product is CC(C)C(c1ccc(C(F)(F)F)cc1CN(Cc1cc(C(F)(F)F)cc(C(F)(F)F)c1)c1cnc(Br)cn1)N1CCOCC1. RXN SMILES: [Br:1][c:2]1[n:3][cH:4][c:5]([NH:8][CH2:9][c:10]2[c:11]([CH:20]([CH:21]([CH3:22])[CH3:23])[N:24]3[CH2:25][CH2:26][O:27][CH2:28][CH2:29]3)[cH:12][cH:13][c:14]([C:16]([F:17])([F:18])[F:19])[cH:15]2)[n:6][cH:7]1.[CH2:52]1[O:53][CH2:54][CH2:55][CH2:56]1.[CH3:30][C:31]([CH3:32])([O-:33])[CH3:34].[F:36][C:37]([c:38]1[cH:39][c:40]([CH2:41][Br:42])[cH:43][c:44]([C:46]([F:47])([F:48])[F:49])[cH:45]1)([F:50])[F:51].[K+:35]>>[Br:1][c:2]1[n:3][cH:4][c:5]([N:8]([CH2:9][c:10]2[c:11]([CH:20]([CH:21]([CH3:22])[CH3:23])[N:24]3[CH2:25][CH2:26][O:27][CH2:28][CH2:29]3)[cH:12][cH:13][c:14]([C:16]([F:17])([F:18])[F:19])[cH:15]2)[CH2:41][c:40]2[cH:39][c:38]([C:37]([F:36])([F:50])[F:51])[cH:45][c:44]([C:46]([F:47])([F:48])[F:49])[cH:43]2)[n:6][cH:7]1. Solvent: C(Cl)Cl (DCM), C(Cl)Cl (DCM). Reaction SMILES: [CH:1]([N:4](C(C)C)[CH2:5]C)(C)C.CNC.[N+:13]([C:16]1[CH:21]=[CH:20][C:19]([S:22]([N:25]2[CH2:30][CH2:29][CH:28]([C:31](Cl)=[O:32])[CH2:27][CH2:26]2)(=[O:24])=[O:23])=[CH:18][CH:17]=1)([O-:15])=[O:14]>C(Cl)Cl>[CH3:1][N:4]([CH3:5])[C:31]([CH:28]1[CH2:29][CH2:30][N:25]([S:22]([C:19]2[CH:20]=[CH:21][C:16]([N+:13]([O-:15])=[O:14])=[CH:17][CH:18]=2)(=[O:24])=[O:23])[CH2:26][CH2:27]1)=[O:32]. Yields the product CN(C(=O)C1CCN(CC1)S(=O)(=O)C1=CC=C(C=C1)[N+](=O)[O-])C (1-(4-Nitro-benzenesulfonyl)-piperidine-4-carboxylic acid dimethylamide). Starting materials: C(C)(C)N(CC)C(C)C (Diisopropylethylamine), CNC (dimethylamine), [N+](=O)([O-])C1=CC=C(C=C1)S(=O)(=O)N1CCC(CC1)C(=O)Cl (1-(4-nitro-benzenesulfonyl)-piperidine-4-carbonyl chloride). Procedure details: Diisopropylethylamine (0.35 ml, 2.0 mmol) was added in one portion to a stirred solution of dimethylamine (0.8 ml, 1.6 mmol) in DCM (2 ml) at room temperature. To this mixture was added 1-(4-nitro-benzenesulfonyl)-piperidine-4-carbonyl chloride (0.27, 0.8 mmol) in one portion and the mixture was stirred at room temperature under a nitrogen atmosphere for 18 hours. After this time, the mixture was diluted with DCM (20 ml) and washed sequentially by HCl (1M solution, 20 ml) and NaOH (1M solution, ... Conditions: time 18 hour. The yield is 62.2%. Reactants: C(C)(C)(C)OC(=O)N[C@H]1COCC[C@H]1NC1=C(C2=C(C(=N1)Cl)C(N(C2)C(=O)OC(C)(C)C)=O)F (tert-butyl 6-((3R,4R)-3-(tert-butoxycarbonylamino)tetrahydro-2H-pyran-4-ylamino)-4-chloro-7-fluoro-3-oxo-1H-pyrrolo[3,4-c]pyridine-2(3H)-carboxylate), CN1N=C(C2=C1C=C(S2)[Sn](CCCC)(CCCC)CCCC)C (1,3-dimethyl-5-(tributylstannyl)-1H-thieno[3,2-c]pyrazole). Reagents/catalysts: C=1C=CC(=CC1)[P](C=2C=CC=CC2)(C=3C=CC=CC3)[Pd]([P](C=4C=CC=CC4)(C=5C=CC=CC5)C=6C=CC=CC6)([P](C=7C=CC=CC7)(C=8C=CC=CC8)C=9C=CC=CC9)[P](C=1C=CC=CC1)(C=1C=CC=CC1)C=1C=CC=CC1 (tetrakis(triphenylphosphine)palladium(0)). Run in C1(=CC=CC=C1)C (toluene). Reaction conditions: temperature 90 celsius. Product: C(C)(C)(C)OC(=O)N[C@H]1COCC[C@H]1NC1=C(C2=C(C(=N1)C1=CC=3N(N=C(C3S1)C)C)C(N(C2)C(=O)OC(C)(C)C)=O)F (tert-butyl 6-(((3R,4R)-3-((tert-butoxycarbonyl)amino)tetrahydro-2H-pyran-4-yl)amino)-4-(1,3-dimethyl-1H-thieno[3,2-c]pyrazol-5-yl)-7-fluoro-3-oxo-1H-pyrrolo[3,4-c]pyridine-2(3H)-carboxylate). RXN SMILES: [C:1]([O:5][C:6]([NH:8][C@@H:9]1[C@H:14]([NH:15][C:16]2[N:21]=[C:20](Cl)[C:19]3[C:23](=[O:33])[N:24]([C:26]([O:28][C:29]([CH3:32])([CH3:31])[CH3:30])=[O:27])[CH2:25][C:18]=3[C:17]=2[F:34])[CH2:13][CH2:12][O:11][CH2:10]1)=[O:7])([CH3:4])([CH3:3])[CH3:2].[CH3:35][N:36]1[C:40]2[CH:41]=[C:42]([Sn](CCCC)(CCCC)CCCC)[S:43][C:39]=2[C:38]([CH3:57])=[N:37]1>C1(C)C=CC=CC=1.C1C=CC([P]([Pd]([P](C2C=CC=CC=2)(C2C=CC=CC=2)C2C=CC=CC=2)([P](C2C=CC=CC=2)(C2C=CC=CC=2)C2C=CC=CC=2)[P](C2C=CC=CC=2)(C2C=CC=CC=2)C2C=CC=CC=2)(C2C=CC=CC=2)C2C=CC=CC=2)=CC=1>[C:1]([O:5][C:6]([NH:8][C@@H:9]1[C@H:14]([NH:15][C:16]2[N:21]=[C:20]([C:42]3[S:43][C:39]4[C:38]([CH3:57])=[N:37][N:36]([CH3:35])[C:40]=4[CH:41]=3)[C:19]3[C:23](=[O:33])[N:24]([C:26]([O:28][C:29]([CH3:32])([CH3:31])[CH3:30])=[O:27])[CH2:25][C:18]=3[C:17]=2[F:34])[CH2:13][CH2:12][O:11][CH2:10]1)=[O:7])([CH3:4])([CH3:3])[CH3:2] |^1:68,70,89,108|. Procedure details: In a 30 mL sealed cap glass tube, tert-butyl 6-((3R,4R)-3-(tert-butoxycarbonylamino)tetrahydro-2H-pyran-4-ylamino)-4-chloro-7-fluoro-3-oxo-1H-pyrrolo[3,4-c]pyridine-2(3H)-carboxylate (119 mg, 0.238 mmol), 1,3-dimethyl-5-(tributylstannyl)-1H-thieno[3,2-c]pyrazole (210 mg, 0.476 mmol) and tetrakis(triphenylphosphine)palladium(0) (137 mg, 0.119 mmol) were dissolved in toluene (5 mL). The cap was sealed and the reaction mixture was heated at 90° C. in an oil bath for 2 hours. The mixture was concent... The reactants are C(CCCCCCCCCCCCCCC)(=O)[C@@]1(C[C@H](O)[C@@H](CO)O1)N1C=NC=2C(=O)NC(N)=NC12 (palmitoyl-2′-deoxyguanosine), C(CCC)(=O)Cl (butyryl chloride), C(CCCCCCCCCCCCCCC)(=O)Cl (palmitoyl chloride). Product: C(CCC)(=O)[C@@]1(C[C@H](O)[C@@H](CO)O1)N1C=NC=2C(=O)NC(N)=NC12 (Butyryl-2′-Deoxyguanosine). As a reaction SMILES: [C:1]([C@@:18]1([N:26]2[C:36]3[N:35]=[C:33]([NH2:34])[NH:32][C:30](=[O:31])[C:29]=3[N:28]=[CH:27]2)[O:25][C@H:22]([CH2:23][OH:24])[C@@H:20]([OH:21])[CH2:19]1)(=[O:17])[CH2:2][CH2:3][CH2:4]CCCCCCCCCCCC.C(Cl)(=O)CCC.C(Cl)(=O)CCCCCCCCCCCCCCC>>[C:1]([C@@:18]1([N:26]2[C:36]3[N:35]=[C:33]([NH2:34])[NH:32][C:30](=[O:31])[C:29]=3[N:28]=[CH:27]2)[O:25][C@H:22]([CH2:23][OH:24])[C@@H:20]([OH:21])[CH2:19]1)(=[O:17])[CH2:2][CH2:3][CH3:4]. Procedure details: This compound was prepared using the procedure for palmitoyl-2′-deoxyguanosine, substituting the appropriate amount of butyryl chloride for palmitoyl chloride, and isolating as follows: evaporating the solvent after 72 hours, triturating the resulting material in 1:1 diethyl ether-ethyl acetate, and recovering the product by filtration.